From a dataset of the Open Reaction Database (ORD), a public repository of structured organic reaction records. describe an organic reaction: reactants, conditions, products, and yield Reactants: CN1C=C(C=CC1=O)C(CC(C1=C(C=CC=C1)C)C1=CC=C(C(=O)NCCC(=O)O)C=C1)=O (3-{4-[3-(1-methyl-6-oxo-1,6-dihydro-pyridin-3-yl)-3-oxo-1-o-tolyl-propyl]-benzoylamino}-propionic acid), Cl.NO (hydroxylamine hydrochloride), C(=O)(O)[O-].[Na+] (NaHCO3). Product: O\N=C(/CC(C1=C(C=CC=C1)C)C1=CC=C(C(=O)NCCC(=O)O)C=C1)\C1=CN(C(C=C1)=O)C (3-{4-[3-[(E)-Hydroxyimino]-3-(1-methyl-6-oxo-1,6-dihydro-pyridin-3-yl)-1-o-tolyl-propyl]-benzoylamino}-propionic acid). Reaction SMILES: [CH3:1][N:2]1[C:7](=[O:8])[CH:6]=[CH:5][C:4]([C:9](=O)[CH2:10][CH:11]([C:19]2[CH:32]=[CH:31][C:22]([C:23]([NH:25][CH2:26][CH2:27][C:28]([OH:30])=[O:29])=[O:24])=[CH:21][CH:20]=2)[C:12]2[CH:17]=[CH:16][CH:15]=[CH:14][C:13]=2[CH3:18])=[CH:3]1.Cl.[NH2:35][OH:36].C([O-])(O)=O.[Na+]>>[OH:36]/[N:35]=[C:9](/[C:4]1[CH:5]=[CH:6][C:7](=[O:8])[N:2]([CH3:1])[CH:3]=1)\[CH2:10][CH:11]([C:19]1[CH:20]=[CH:21][C:22]([C:23]([NH:25][CH2:26][CH2:27][C:28]([OH:30])=[O:29])=[O:24])=[CH:31][CH:32]=1)[C:12]1[CH:17]=[CH:16][CH:15]=[CH:14][C:13]=1[CH3:18] |f:1.2,3.4|. Reported procedure: In analogy to example 151, step 3, 3-{4-[3-(1-methyl-6-oxo-1,6-dihydro-pyridin-3-yl)-3-oxo-1-o-tolyl-propyl]-benzoylamino}-propionic acid was reacted with hydroxylamine hydrochloride in the presence of NaHCO3 to give the title compound containing less than 10% of the corresponding Z isomer as a colorless solid, MS (ESI−): m/z=460.3 [M−H]−. Reactants: COc1cc(N2C(=O)C3(CC3)C(O[Si](C)(C)C(C)(C)C)C2C)ccc1C#N, O=C([O-])O, Cl, [Na+], C1CCOC1. The product is COc1cc(N2C(=O)C3(CC3)C(O)C2C)ccc1C#N. As a reaction SMILES: [C:1]([Si:2]([CH3:3])([CH3:4])[O:6][CH:7]1[CH:8]([CH3:25])[N:9]([c:15]2[cH:16][c:17]([O:23][CH3:24])[c:18]([C:19]#[N:20])[cH:21][cH:22]2)[C:10](=[O:14])[C:11]12[CH2:12][CH2:13]2)([CH3:5])([CH3:26])[CH3:27].[C:29](=[O:30])([O-:31])[OH:32].[ClH:28].[Na+:33].[O:34]1[CH2:35][CH2:36][CH2:37][CH2:38]1>>[OH:6][CH:7]1[CH:8]([CH3:25])[N:9]([c:15]2[cH:16][c:17]([O:23][CH3:24])[c:18]([C:19]#[N:20])[cH:21][cH:22]2)[C:10](=[O:14])[C:11]12[CH2:12][CH2:13]2. Starting materials: C(C)(=O)Cl (acetyl chloride), NC1=C(C(=O)NC2=CC(=C(C=C2)Cl)C2=NC=CC=C2)C=CC(=C1)S(=O)(=O)C (2-amino-N-(4-chloro-3-(pyridin-2-yl)phenyl)-4-(methylsulfonyl)benzamide). Run in N1=CC=CC=C1 (pyridine). Reaction conditions: time 2 hour. The product is C(C)(=O)NC1=C(C(=O)NC2=CC(=C(C=C2)Cl)C2=NC=CC=C2)C=CC(=C1)S(=O)(=O)C (2-acetamido-N-(4-chloro-3-(pyridin-2-yl)phenyl)-4-(methylsulfonyl)benzamide). RXN SMILES: [C:1](Cl)(=[O:3])[CH3:2].[NH2:5][C:6]1[CH:27]=[C:26]([S:28]([CH3:31])(=[O:30])=[O:29])[CH:25]=[CH:24][C:7]=1[C:8]([NH:10][C:11]1[CH:16]=[CH:15][C:14]([Cl:17])=[C:13]([C:18]2[CH:23]=[CH:22][CH:21]=[CH:20][N:19]=2)[CH:12]=1)=[O:9]>N1C=CC=CC=1>[C:1]([NH:5][C:6]1[CH:27]=[C:26]([S:28]([CH3:31])(=[O:30])=[O:29])[CH:25]=[CH:24][C:7]=1[C:8]([NH:10][C:11]1[CH:16]=[CH:15][C:14]([Cl:17])=[C:13]([C:18]2[CH:23]=[CH:22][CH:21]=[CH:20][N:19]=2)[CH:12]=1)=[O:9])(=[O:3])[CH3:2]. Procedure details: 20 μL of acetyl chloride was added to a solution of 90 mg of 2-amino-N-(4-chloro-3-(pyridin-2-yl)phenyl)-4-(methylsulfonyl)benzamide in 2 mL of pyridine at 0° C. The reaction mixture was allowed to warm to room temperature and stirred for 2 h. The reaction was quenched with MeOH and evaporated. The product was purified on reverse phase HPLC to yield 2-acetamido-N-(4-chloro-3-(pyridin-2-yl)phenyl)-4-(methylsulfonyl)benzamide. MS (Q1) 444.0 (M)+. Yields the product C(C1=CC=CC=C1)OC(C1=CC=C(C=C1)OC(=O)C1=CC=2C(CCC(C2C=C1)(C)C)=O)=O (Benzyl-4-[[(5,5-dimethyl-5,6,7,8-tetrahydro-8-oxo-naphthalen-2-yl)carbonyl]oxy]-benzoate). RXN SMILES: [CH3:1][C:2]1([CH3:16])[CH2:11][CH2:10][C:9](=[O:12])[C:8]2[CH:7]=[C:6]([C:13]([OH:15])=[O:14])[CH:5]=[CH:4][C:3]1=2.N1[CH:22]=[CH:21][CH:20]=[CH:19][CH:18]=1.[C:23]([O:26][CH2:27][CH3:28])(=[O:25])[CH3:24]>CN(C)C=O>[CH2:27]([O:26][C:23](=[O:25])[C:24]1[CH:10]=[CH:11][C:2]([O:14][C:13]([C:6]2[CH:5]=[CH:4][C:3]3[C:2]([CH3:16])([CH3:1])[CH2:11][CH2:10][C:9](=[O:12])[C:8]=3[CH:7]=2)=[O:15])=[CH:3][CH:8]=1)[C:28]1[CH:22]=[CH:21][CH:20]=[CH:19][CH:18]=1. Reactants: N1=CC=CC=C1 (pyridine), benzyl 4-hydroxy benzoate, CC1(C=2C=CC(=CC2C(CC1)=O)C(=O)O)C (5,5-Dimethyl-5,6-dihydro-naphthalen-8(7H)-one-2-carboxylic acid), CC1(C=2C=CC(=CC2C(CC1)=O)C(=O)O)C (5,5-Dimethyl-5,6-dihydro-naphthalen-8(7H)-one-2-carboxylic acid), 1-(3-dimethylaminopropyl)-3-ethylcarboimide hydrochlorde, C(C)(=O)OCC (ethyl acetate). Procedure: To a solution of 5,5-dimethyl-5,6,7,8-tetrahydro-8-oxo-naphthalen-2-carboxylic acid (Compound E3, 386 mg, 1.77 mmol) in dimethylformamide (4 mL) was added 1-(3-dimethylaminopropyl)-3-ethylcarboimide hydrochlorde (440 mg, 2.3 mmol) followed by dimethylaniino pyridine (DMAP) (280 mg, 2.3 mmol). The mixture was stirred for 10 minutes, and benzyl 4-hydroxy benzoate (426 mg, 1.9 mmol) was added and stirred at ambient temperature for 16 hours. The mixture was diluted with ethyl acetate (100 mL) and wa... Reaction conditions: time 10 minute. Run in CN(C=O)C (dimethylformamide). The reactants are N1C[C@@H](CCC1)NC(=O)C1=C(N=C2SC=CN21)C ((R)-6-methyl-imidazo[2,1-b]thiazole-5-carboxylic acid piperidin-3-ylamide), ClC=1C=C(C=CC1)C=1C(=CC=CC1)C(=O)O (3′-chloro-biphenyl-2-carboxylic acid). Product: ClC=1C=C(C=CC1)C=1C(=CC=CC1)C(=O)N1C[C@@H](CCC1)NC(=O)C1=C(N=C2SC=CN21)C (6-Methyl-imidazo[2,1-b]thiazole-5-carboxylic acid [(R)-1-(3′-chloro-biphenyl-2-carbonyl)-piperidin-3-yl]-amide). RXN SMILES: [NH:1]1[CH2:6][CH2:5][CH2:4][C@@H:3]([NH:7][C:8]([C:10]2[N:17]3[C:13]([S:14][CH:15]=[CH:16]3)=[N:12][C:11]=2[CH3:18])=[O:9])[CH2:2]1.[Cl:19][C:20]1[CH:21]=[C:22]([C:26]2[C:27]([C:32](O)=[O:33])=[CH:28][CH:29]=[CH:30][CH:31]=2)[CH:23]=[CH:24][CH:25]=1>>[Cl:19][C:20]1[CH:21]=[C:22]([C:26]2[C:27]([C:32]([N:1]3[CH2:6][CH2:5][CH2:4][C@@H:3]([NH:7][C:8]([C:10]4[N:17]5[C:13]([S:14][CH:15]=[CH:16]5)=[N:12][C:11]=4[CH3:18])=[O:9])[CH2:2]3)=[O:33])=[CH:28][CH:29]=[CH:30][CH:31]=2)[CH:23]=[CH:24][CH:25]=1. Procedure details: prepared by reaction of (R)-6-methyl-imidazo[2,1-b]thiazole-5-carboxylic acid piperidin-3-ylamide with 3′-chloro-biphenyl-2-carboxylic acid.